describe an organic reaction: reactants, conditions, products, and yield From a dataset of the Open Reaction Database (ORD), a public repository of structured organic reaction records. Starting materials: NN1CCC2=CC=CC=C12 (1-aminoindoline), C1(CCCCCC1)=O (cycloheptanone), S(O)(O)(=O)=O (sulfuric acid). Run in O (water). The product is C1=C2C3=C(N4C2=C(C=C1)CC4)CCCCC3 (4,5,8,9,10,11-hexahydro-7H-cyclohepta[b]pyrrolo[3,2,1-hi]indole). The yield is 29.9%. As a reaction SMILES: N[N:2]1[C:10]2[C:5](=[CH:6][CH:7]=[CH:8][CH:9]=2)[CH2:4][CH2:3]1.[C:11]1(=O)[CH2:17][CH2:16][CH2:15][CH2:14][CH2:13][CH2:12]1.S(=O)(=O)(O)O>O>[CH:8]1[CH:7]=[CH:6][C:5]2[CH2:4][CH2:3][N:2]3[C:10]=2[C:9]=1[C:11]1[CH2:17][CH2:16][CH2:15][CH2:14][CH2:13][C:12]=13. Procedure details: Following the procedure of Example 1, step 1, indoline (20 g, 170 mmol), sodium nitrite (14 g, 200 mmol), concentrated hydrochloric acid (30 mL) in water (70 mL) and ether (120 mL) provided 1-nitroindoline (31 g), which was reduced with zinc dust (˜50 g) in acetic acid (500 mL) to provide 1-aminoindoline (29 g). A mixture of 1-aminoindoline (17 g, 130 mmol), cycloheptanone (15 mL, 130 mmol), and concentrated sulfuric acid (20 mL) in water (180 mL) provided 8.2 g of 4,5,8,9,10,11-hexahydro-7H-cyc...